From a dataset of the Open Reaction Database (ORD), a public repository of structured organic reaction records. describe an organic reaction: reactants, conditions, products, and yield Starting materials: FC1=C(C=C(C=C1)F)C(C=C(CCCOC1OCCCC1)C1=CC=CC=C1)=O (1-(2,5-difluorophenyl)-3-phenyl-6-(tetrahydro-2H-pyran-2-yloxy)hex-2-en-1-one), O.NN (hydrazine hydrate), O.C1(=CC=C(C=C1)S(=O)(=O)O)C (p-toluenesulfonic acid monohydrate), C(C)(=O)Cl (acetyl chloride). The solvent is N1=CC=CC=C1 (pyridine). Product: C(C)(=O)N1N=C(CC1(C1=CC=CC=C1)CCCO)C1=C(C=CC(=C1)F)F (3-[1-acetyl-3-(2,5-difluorophenyl)-5-phenyl-4,5-dihydro-1H-pyrazol-5-yl]propan-1-ol). Procedure details: To a solution of 16.0 g (41.4 mmol) of 1-4 in 150 mL of pyridine was added 3.0 mL (62.1 mmol) of hydrazine hydrate, and the resulting mixture was heated at 90° C. for 45 min. After cooling to room temperature, the reaction was placed in an ice bath and 14.7 mL (207 mmol) of acetyl chloride was added dropwise. The bath was removed and the reaction was stirred overnight at room temperature before being dumped into a separatory funnel containing EtOAc and brine. The layers were separated, the organ... Conditions: temperature 90 celsius, time 8 hour. RXN SMILES: [F:1][C:2]1[CH:7]=[CH:6][C:5]([F:8])=[CH:4][C:3]=1[C:9](=O)[CH:10]=[C:11]([C:22]1[CH:27]=[CH:26][CH:25]=[CH:24][CH:23]=1)[CH2:12][CH2:13][CH2:14][O:15]C1CCCCO1.O.[NH2:30][NH2:31].[C:32](Cl)(=[O:34])[CH3:33].O.C1(C)C=CC(S(O)(=O)=O)=CC=1>N1C=CC=CC=1>[C:32]([N:30]1[C:11]([CH2:12][CH2:13][CH2:14][OH:15])([C:22]2[CH:23]=[CH:24][CH:25]=[CH:26][CH:27]=2)[CH2:10][C:9]([C:3]2[CH:4]=[C:5]([F:8])[CH:6]=[CH:7][C:2]=2[F:1])=[N:31]1)(=[O:34])[CH3:33] |f:1.2,4.5|.